This data is from the Open Reaction Database (ORD), a public repository of structured organic reaction records. The task is: describe an organic reaction: reactants, conditions, products, and yield Reactants: CN1C=NC=C1 (N-methylimidazole), Cl.C(C)N(CCCl)CC (2-(diethylamino)ethyl chloride hydrochloride). Run in C(C)O (ethanol). Product: Cl.[Cl-].C(C)N(CC[N+]1=CN(C=C1)C)CC (1-(2'-diethylaminoethyl)-3-methylimidazolium chloride hydrochloride). As a reaction SMILES: [CH3:1][N:2]1[CH:6]=[CH:5][N:4]=[CH:3]1.[ClH:7].[CH2:8]([N:10]([CH2:14][CH3:15])[CH2:11][CH2:12][Cl:13])[CH3:9]>C(O)C>[ClH:13].[Cl-:7].[CH2:8]([N:10]([CH2:14][CH3:15])[CH2:11][CH2:12][N+:4]1[CH:5]=[CH:6][N:2]([CH3:1])[CH:3]=1)[CH3:9] |f:1.2,4.5.6|. Reported procedure: 4.9 g (60 mmol) of N-methylimidazole are added to 8.6 g (50 mmol) of 2-(diethylamino)ethyl chloride hydrochloride in 50 ml of absolute ethanol and the mixture is refluxed for 12 hours. Run at time 2 hour. Solvent: CO (methanol). Product: C(#C)C=1C=C2C(=NC1)NC=C2 (5-ethynyl-1H-pyrrolo[2,3-b]pyridine). Procedure: 5-Trimethylsilanylethynyl-1H-pyrrolo[2,3-b]pyridine (26, 0.235 g, 1.10 mmol) was dissolved in 16 mL of methanol, and potassium carbonate (0.0152 g, 0.110 mmol) was added. The reaction was stirred for 2 hours at room temperature, then concentrated under vacuum, and the residue was dissolve in dichloromethane, dried over sodium sulfate. Solids were filtered out and the filtrate was concentrated under vacuum. The crude material was purified by silica gel flash chromatography, eluting with ethyl ace... Reaction SMILES: C[Si]([C:5]#[C:6][C:7]1[CH:8]=[C:9]2[CH:15]=[CH:14][NH:13][C:10]2=[N:11][CH:12]=1)(C)C.C(=O)([O-])[O-].[K+].[K+]>CO>[C:6]([C:7]1[CH:8]=[C:9]2[CH:15]=[CH:14][NH:13][C:10]2=[N:11][CH:12]=1)#[CH:5] |f:1.2.3|. Isolated yield 99.1%. Reactants: C[Si](C)(C)C#CC=1C=C2C(=NC1)NC=C2 (5-trimethylsilanylethynyl-1H-pyrrolo[2,3-b]pyridine), C([O-])([O-])=O.[K+].[K+] (potassium carbonate). Reactants: [Br-], CC#N, CC(C)(C)ON=O, Nc1ccc2c(c1)oc1ccccc12. Yields the product Brc1ccc2c(c1)oc1ccccc12. As a reaction SMILES: [Br-:15].[CH3:23][C:24]#[N:25].[N:16]([O:17][C:18]([CH3:19])([CH3:20])[CH3:21])=[O:22].[NH2:1][c:2]1[cH:3][cH:4][c:5]2[c:6]([o:7][c:8]3[c:9]2[cH:10][cH:11][cH:12][cH:13]3)[cH:14]1>>[c:2]1([Br:15])[cH:3][cH:4][c:5]2[c:6]([o:7][c:8]3[c:9]2[cH:10][cH:11][cH:12][cH:13]3)[cH:14]1. Starting materials: C(C)OC(C1=CC(=CC=C1)SC1=C(NC2=CC(=CC=C12)Cl)C)=O (3-(6-chloro-2-methyl-1H-indol-3-ylsulfanyl)-benzoic acid ethyl ester), BrC=1C(=NN(C1)C)C (4-Bromo-1,3-dimethyl-1H-pyrazole). The product is C(C)OC(C1=CC(=CC=C1)SC1=C(N(C2=CC(=CC=C12)Cl)C=1C(=NN(C1)C)C)C)=O (3-[6-Chloro-1-(1,3-dimethyl-1H-pyrazol-4-yl)-2-methyl-1H-indol-3-ylsulfanyl]-benzoic acid ethyl ester). RXN SMILES: [CH2:1]([O:3][C:4](=[O:23])[C:5]1[CH:10]=[CH:9][CH:8]=[C:7]([S:11][C:12]2[C:20]3[C:15](=[CH:16][C:17]([Cl:21])=[CH:18][CH:19]=3)[NH:14][C:13]=2[CH3:22])[CH:6]=1)[CH3:2].Br[C:25]1[C:26]([CH3:31])=[N:27][N:28]([CH3:30])[CH:29]=1>>[CH2:1]([O:3][C:4](=[O:23])[C:5]1[CH:10]=[CH:9][CH:8]=[C:7]([S:11][C:12]2[C:20]3[C:15](=[CH:16][C:17]([Cl:21])=[CH:18][CH:19]=3)[N:14]([C:25]3[C:26]([CH3:31])=[N:27][N:28]([CH3:30])[CH:29]=3)[C:13]=2[CH3:22])[CH:6]=1)[CH3:2]. Procedure: Prepared according to the procedure described in Example 55, Step 2 using the following starting materials: 3-(6-chloro-2-methyl-1H-indol-3-ylsulfanyl)-benzoic acid ethyl ester and 4-Bromo-1,3-dimethyl-1H-pyrazole. Starting materials: [Li]CCCC, CC(=O)c1ccc2c(c1)C(C)(C)CCO2, CCCCCC, CC(C)NC(C)C, C1CCOC1, CCOP(=O)(Cl)OCC. Product: C#Cc1ccc2c(c1)C(C)(C)CCO2. As a reaction SMILES: [CH2:8]([Li:9])[CH2:10][CH2:11][CH3:12].[CH3:13][C:14]1([CH3:27])[CH2:15][CH2:16][O:17][c:18]2[cH:19][cH:20][c:21]([C:24]([CH3:25])=[O:26])[cH:22][c:23]21.[CH3:42][CH2:43][CH2:44][CH2:45][CH2:46][CH3:47].[CH:1]([NH:2][CH:3]([CH3:4])[CH3:5])([CH3:6])[CH3:7].[O:37]1[CH2:38][CH2:39][CH2:40][CH2:41]1.[P:28]([Cl:29])([O:30][CH2:31][CH3:32])([O:33][CH2:34][CH3:35])=[O:36]>>[CH3:13][C:14]1([CH3:27])[CH2:15][CH2:16][O:17][c:18]2[cH:19][cH:20][c:21]([C:24]#[CH:25])[cH:22][c:23]21. Reactants: C(C1=CC=CC=C1)OC(=O)NC(CCC(=O)N[C@H](CCC(=O)OCC)C(=O)OCC)C(=O)OC(C)(C)C (diethyl N-[4-(benzyloxycarbonylamino)-4-tert.-butoxycarbonylbutanoyl]-D-glutamate). The reagents and catalysts are [Pd] (Pd/C). The solvent is C(C)O (ethanol). Run at time 8 hour. The product is NC(CCC(=O)N[C@H](CCC(=O)OCC)C(=O)OCC)C(=O)OC(C)(C)C (diethyl N-(4-amino-4-tert.-butoxycarbonylbutanoyl)-D-glutamate). Isolated yield 79.8%. RXN SMILES: C(OC([NH:11][CH:12]([C:31]([O:33][C:34]([CH3:37])([CH3:36])[CH3:35])=[O:32])[CH2:13][CH2:14][C:15]([NH:17][C@@H:18]([C:26]([O:28][CH2:29][CH3:30])=[O:27])[CH2:19][CH2:20][C:21]([O:23][CH2:24][CH3:25])=[O:22])=[O:16])=O)C1C=CC=CC=1>C(O)C.[Pd]>[NH2:11][CH:12]([C:31]([O:33][C:34]([CH3:36])([CH3:35])[CH3:37])=[O:32])[CH2:13][CH2:14][C:15]([NH:17][C@@H:18]([C:26]([O:28][CH2:29][CH3:30])=[O:27])[CH2:19][CH2:20][C:21]([O:23][CH2:24][CH3:25])=[O:22])=[O:16]. Procedure details: To a solution of 3.12 g (5.9 mmol) of diethyl N-[4-(benzyloxycarbonylamino)-4-tert.-butoxycarbonylbutanoyl]-D-glutamate in 27 mL of anhydrous ethanol was added 0.66 g of 10% Pd/C. The reaction mixture was then stirred under an atmosphere of hydrogen overnight. The catalyst was removed by filtration through Celite® and the filtrate was concentrated in vacuo to give 1.83 g (81%) of diethyl N-(4-amino-4-tert.-butoxycarbonylbutanoyl)-D-glutamate as a white gum. Mass Spectrum (FD+): M+1=389; IR (CHCl...